This data is from the Open Reaction Database (ORD), a public repository of structured organic reaction records. The task is: describe an organic reaction: reactants, conditions, products, and yield Solvent: CCO (EtOH), O (H2O), O (H2O). Procedure: A solution of diethyl 2-phenyl-2-(2-methyl-2-propenyl)malonate (1.63 g, 5.6 mmole) in 20 mL of EtOH and 5 mL of H2O was treated with NaOH (2 g), and refluxed for 3 hours. The reaction was cooled, diluted with H2O, and washed with Et2O. The aqueous layer was acidified and extracted with CH2Cl2. The extracts were dried and evaporated. The residue was dissolved in 5 mL of dimethylacetamide and heated to 125° for 1 hour. The reaction was cooled, diluted with H2O, acified, and extracted with Et2O. Th... Reaction conditions: time 24 hour. Yields the product CC(C(=O)O)(CC(=C)C)C1=CC=CC=C1 (Methyl 2-phenyl-4-methyl-4-pentenoic acid). RXN SMILES: [C:1]1([C:7]([CH2:18][C:19]([CH3:21])=[CH2:20])([C:13](OCC)=O)[C:8]([O:10]CC)=[O:9])[CH:6]=[CH:5][CH:4]=[CH:3][CH:2]=1.[OH-].[Na+]>CCO.O>[CH3:13][C:7]([C:1]1[CH:2]=[CH:3][CH:4]=[CH:5][CH:6]=1)([CH2:18][C:19]([CH3:21])=[CH2:20])[C:8]([OH:10])=[O:9] |f:1.2|. Reactants: C1(=CC=CC=C1)C(C(=O)OCC)(C(=O)OCC)CC(=C)C (diethyl 2-phenyl-2-(2-methyl-2-propenyl)malonate), [OH-].[Na+] (NaOH). The reactants are OC=1C2=C(SC1C(OCC)=N)C=CC=C2 (ethyl 3-hydroxy-benzo[b]thiophene-2-carboximidate), C(C)N (ethylamine). Product: C(C)NC(=N)C1=C(C2=C(S1)C=CC=C2)O (2-(N-ethyl-amidino)-3-hydroxy-benzo[b]thiophene). Isolated yield 67.0%. Reaction SMILES: [OH:1][C:2]1[C:3]2[CH:15]=[CH:14][CH:13]=[CH:12][C:4]=2[S:5][C:6]=1[C:7](=[NH:11])OCC.[CH2:16]([NH2:18])[CH3:17]>>[CH2:16]([NH:18][C:7]([C:6]1[S:5][C:4]2[CH:12]=[CH:13][CH:14]=[CH:15][C:3]=2[C:2]=1[OH:1])=[NH:11])[CH3:17]. Procedure: 3 g of ethyl 3-hydroxy-benzo[b]thiophene-2-carboximidate (Example 2) are heated under reflux for 10 hours in 20 g of 33% aqueous ethylamine solution. The residue obtained after evaporation is recrystallized from an ethyl acetate/isopropanol solution and yields 2 g of the product. Reactants: BrC(C(=O)OC)C1=CC=C(C=C1)OCC(C)OC1=CC=C(C=C1)F (methyl bromo{p-[2-(p-fluorophenoxy)propoxy]phenyl}acetate), FC(C=1C=CC(=CC1)O)(F)F (α,α,α-trifluoro-p-cresol). Run in O1CCCC1 (tetrahydrofuran). Product: FC(C1=CC=C(C=C1)OC(C(=O)OC)C1=CC=C(C=C1)OCC(C)OC1=CC=C(C=C1)F)(F)F (Methyl (α,α,α-Trifluoro-p-tolyloxy){p-[2-(p-fluorophenoxy)propoxy]phenyl}acetate). RXN SMILES: Br[CH:2]([C:7]1[CH:12]=[CH:11][C:10]([O:13][CH2:14][CH:15]([O:17][C:18]2[CH:23]=[CH:22][C:21]([F:24])=[CH:20][CH:19]=2)[CH3:16])=[CH:9][CH:8]=1)[C:3]([O:5][CH3:6])=[O:4].[F:25][C:26]([F:35])([F:34])[C:27]1[CH:28]=[CH:29][C:30]([OH:33])=[CH:31][CH:32]=1>O1CCCC1>[F:25][C:26]([F:34])([F:35])[C:27]1[CH:32]=[CH:31][C:30]([O:33][CH:2]([C:7]2[CH:12]=[CH:11][C:10]([O:13][CH2:14][CH:15]([O:17][C:18]3[CH:23]=[CH:22][C:21]([F:24])=[CH:20][CH:19]=3)[CH3:16])=[CH:9][CH:8]=2)[C:3]([O:5][CH3:6])=[O:4])=[CH:29][CH:28]=1. Procedure: As described in Example 71, methyl bromo{p-[2-(p-fluorophenoxy)propoxy]phenyl}acetate (0.017 mole) is reacted with 2.75 g of α,α,α-trifluoro-p-cresol in 75 ml of tetrahydrofuran at 80° C. for 18 hrs to give the product as a pale amber gum. Reactants: [H-].[Al+3].[Li+].[H-].[H-].[H-] (lithium aluminum hydride), aldehyde, BrC=1C=C(C=NC1)C=O (5-bromopyridine-3-carboxaldehyde), BrC=1C=NC=C(C(=O)O)C1 (5-bromonicotinic acid), BrC=1C=NC=C(C(=O)O)C1 (5-bromonicotinic acid), ClC(=O)OCC (ethyl chloroformate), anhydride. Solvent: O1CCCC1 (tetrahydrofuran). Yields the product BrC=1C=C(C=NC1)CO (5-bromo-3-hydroxymethylpyridine). Reaction SMILES: [Br:1][C:2]1[CH:3]=[C:4]([CH:8]=[O:9])[CH:5]=[N:6][CH:7]=1.BrC1C=NC=C(C=1)C(O)=O.ClC(OCC)=O.[H-].[Al+3].[Li+].[H-].[H-].[H-]>O1CCCC1>[Br:1][C:2]1[CH:3]=[C:4]([CH2:8][OH:9])[CH:5]=[N:6][CH:7]=1 |f:3.4.5.6.7.8|. Procedure details: The required aldehyde, 5-bromopyridine-3-carboxaldehyde, can be prepared from 5-bromonicotinic acid (commercially available from Aldrich Chemical Company and Lancaster Synthesis, Inc.). The 5-bromonicotinic acid can be treated with ethyl chloroformate producing the mixed anhydride, which can be reduced with lithium aluminum hydride in tetrahydrofuran (THF) at −78° C., to afford 5-bromo-3-hydroxymethylpyridine, as reported by A. Ashimori et al., Chem. Pharm. Bull. 38(9): 2446-2458 (1990). Alterna... Reactants: CCCCCC (hexane), [H-].[Na+] (NaH), BrC=1C=C(C(=O)O)C=CC1C (3-bromo-4-methylbenzoic acid). Run in CN(C)C=O (DMF), CCOC(=O)C (EtOAc). The product is BrC=1C=C(C(=O)OC)C=CC1C (methyl 3-bromo-4-methylbenzoate). Isolated yield 63.0%. Reaction SMILES: [CH3:1]CCCCC.[H-].[Na+].[Br:9][C:10]1[CH:11]=[C:12]([CH:16]=[CH:17][C:18]=1[CH3:19])[C:13]([OH:15])=[O:14]>CN(C=O)C.CCOC(C)=O>[Br:9][C:10]1[CH:11]=[C:12]([CH:16]=[CH:17][C:18]=1[CH3:19])[C:13]([O:15][CH3:1])=[O:14] |f:1.2|. Reported procedure: To a mixture of hexane washed 60% disp. NaH (2.28 g, 57 mmol) in DMF (250 mL), 0 C., was added 3-bromo-4-methylbenzoic acid (10.03 g, 46.6 mmol) After 30 min, the reaction was warmed to room temperature, diluted with EtOAc (1.25 L) and washed with H2O (5×250 mL). The organic layer was MgSO4 dried and concentrated. The residue was chromatographed (˜375 g silica, 10% EtOAc/CH2Cl2) to give the desired product as a solid (16.68 g, 63%); IR(CHCl3): 1260, 1294, 1437, 1721 cm−1; NMR(300 MHz, CDCl3): 2....